Dataset: the Open Reaction Database (ORD), a public repository of structured organic reaction records. Task: describe an organic reaction: reactants, conditions, products, and yield Starting materials: Cl (hydrochloric acid), OC1(C(=CC2(OC(C(O2)C)C)CC1(C)C)C)C#C\C(=C/C(=O)OCC)\C(F)(F)F (Ethyl (2E)-5-(8-hydroxy-2,3,7,9,9-pentamethyl-1,4-dioxaspiro[4.5]dec-6-en-8-yl)-3-(trifluoromethyl)pent-2-en-4-ynoate), O (water). Run in CC(=O)C (acetone). Conditions: time 45 minute. Product: OC1(C(=CC(CC1(C)C)=O)C)C#C\C(=C/C(=O)OCC)\C(F)(F)F (ethyl (2E)-5-(1-hydroxy-2,6,6-trimethyl-4-oxocyclohex-2-en-1-yl)-3-(trifluoromethyl)pent-2-en-4-ynoate). The yield is 78.7%. Reaction SMILES: [OH:1][C:2]1([C:17]#[C:18]/[C:19](/[C:26]([F:29])([F:28])[F:27])=[CH:20]\[C:21]([O:23][CH2:24][CH3:25])=[O:22])[C:13]([CH3:15])([CH3:14])[CH2:12][C:5]2(OC(C)C(C)[O:6]2)[CH:4]=[C:3]1[CH3:16].Cl.O>CC(C)=O>[OH:1][C:2]1([C:17]#[C:18]/[C:19](/[C:26]([F:27])([F:28])[F:29])=[CH:20]\[C:21]([O:23][CH2:24][CH3:25])=[O:22])[C:13]([CH3:14])([CH3:15])[CH2:12][C:5](=[O:6])[CH:4]=[C:3]1[CH3:16]. Reported procedure: Ethyl (2E)-5-(8-hydroxy-2,3,7,9,9-pentamethyl-1,4-dioxaspiro[4.5]dec-6-en-8-yl)-3-(trifluoromethyl)pent-2-en-4-ynoate (200 mg, 0.48 mmol) was dissolved in acetone (5 ml) under argon in a round-bottom flask, and 10% strength hydrochloric acid was added. The resulting reaction solution was stirred at room temperature for 45 minutes, and water was then added. After removing acetone under reduced pressure, the aqueous phase was extracted repeatedly with dichloromethane. The combined organic phases w... Starting materials: ClC=1C=C(C=C(C1)Cl)C1=CC=C2CC(NC2=C1)=O (6-(3,5-Dichlorophenyl)-1,3-dihydroindol-2-one), C(C)N(CCNC(=O)C1=C(NC(=C1C)C=O)C)CC (5-formyl-2,4-dimethyl-1H-pyrrole-3-carboxylic acid (2-diethylaminoethyl)amide). Product: C(C)N(CCNC(=O)C1=C(NC(=C1C)C=C1C(NC2=CC(=CC=C12)C1=CC(=CC(=C1)Cl)Cl)=O)C)CC (5-[6-(3,5-Dichlorophenyl)-2-oxo-1,2-dihydroindol-3-ylidenemethyl]-2,4-dimethyl-1H-pyrrole-3-carboxylic acid (2-diethylaminoethyl)amide). Yield: 44.6%. As a reaction SMILES: [Cl:1][C:2]1[CH:3]=[C:4]([C:9]2[CH:17]=[C:16]3[C:12]([CH2:13][C:14](=[O:18])[NH:15]3)=[CH:11][CH:10]=2)[CH:5]=[C:6]([Cl:8])[CH:7]=1.[CH2:19]([N:21]([CH2:36][CH3:37])[CH2:22][CH2:23][NH:24][C:25]([C:27]1[C:31]([CH3:32])=[C:30]([CH:33]=O)[NH:29][C:28]=1[CH3:35])=[O:26])[CH3:20]>>[CH2:36]([N:21]([CH2:19][CH3:20])[CH2:22][CH2:23][NH:24][C:25]([C:27]1[C:31]([CH3:32])=[C:30]([CH:33]=[C:13]2[C:12]3[C:16](=[CH:17][C:9]([C:4]4[CH:3]=[C:2]([Cl:1])[CH:7]=[C:6]([Cl:8])[CH:5]=4)=[CH:10][CH:11]=3)[NH:15][C:14]2=[O:18])[NH:29][C:28]=1[CH3:35])=[O:26])[CH3:37]. Reported procedure: 6-(3,5-Dichlorophenyl)-1,3-dihydroindol-2-one (64 mg, 0.23 mmol) was condensed with 5-formyl-2,4-dimethyl-1H-pyrrole-3-carboxylic acid (2-diethylaminoethyl)amide (60 mg) to give 53 mg (44%) of the title compound as a light brown solid. Starting materials: C1=CC=CC=2C(C3=C(CCC21)C=CC=C3)=CC=3C=C(C=CC3)N (3-(10,11-dihydro-dibenzo[a,d]cyclohepten-5-ylidenemethyl)-phenylamine), C(CCC)S(=O)(=O)Cl (1-butanesulfonyl chloride). Yields the product C1=CC=CC=2C(C3=C(CCC21)C=CC=C3)=CC=3C=C(C=CC3)NS(=O)(=O)CCCC (Butane-1-sulfonic acid [3-(10,11-dihydro-dibenzo[a,d]cyclohepten-5-ylidenemethyl)-phenyl]-amide). The yield is 58.4%. As a reaction SMILES: [CH:1]1[C:11]2[CH2:10][CH2:9][C:8]3[CH:12]=[CH:13][CH:14]=[CH:15][C:7]=3[C:6](=[CH:16][C:17]3[CH:18]=[C:19]([NH2:23])[CH:20]=[CH:21][CH:22]=3)[C:5]=2[CH:4]=[CH:3][CH:2]=1.[CH2:24]([S:28](Cl)(=[O:30])=[O:29])[CH2:25][CH2:26][CH3:27]>>[CH:1]1[C:11]2[CH2:10][CH2:9][C:8]3[CH:12]=[CH:13][CH:14]=[CH:15][C:7]=3[C:6](=[CH:16][C:17]3[CH:18]=[C:19]([NH:23][S:28]([CH2:24][CH2:25][CH2:26][CH3:27])(=[O:30])=[O:29])[CH:20]=[CH:21][CH:22]=3)[C:5]=2[CH:4]=[CH:3][CH:2]=1. Procedure: Following procedures essentially as described in Example 90, 3-(10,11-dihydro-dibenzo[a,d]cyclohepten-5-ylidenemethyl)-phenylamine (50 mg, 0.168 mmol) and 1-butanesulfonyl chloride (158 mg, 1.01 mmol) affords 41 mg (58%) of the title compound as a colorless oil. MS (ES) 440 (M+Na); HPLC shows 99% purity. Starting materials: Cl (HCl), IC1=C(C=CC=C1)C(C(=O)O)C (2-(2-iodophenyl)propanoic acid), CCN(C(C)C)C(C)C (DIPEA), C=1C=CC2=C(C1)N=NN2O (HOBt), CCN=C=NCCCN(C)C.Cl (EDCl), C([O-])([O-])=O.[NH4+].[NH4+] (Ammonium carbonate). Solvent: C1CCOC1 (THF), CN(C)C=O (DMF). Conditions: time 8 hour. The product is IC1=C(C=CC=C1)C(C(=O)N)C (2-(2-Iodophenyl)propanamide). As a reaction SMILES: [I:1][C:2]1[CH:7]=[CH:6][CH:5]=[CH:4][C:3]=1[CH:8]([CH3:12])[C:9](O)=[O:10].CC[N:15](C(C)C)C(C)C.C1C=CC2N(O)N=NC=2C=1.CCN=C=NCCCN(C)C.Cl.Cl.C(=O)([O-])[O-].[NH4+].[NH4+]>C1COCC1.CN(C=O)C>[I:1][C:2]1[CH:7]=[CH:6][CH:5]=[CH:4][C:3]=1[CH:8]([CH3:12])[C:9]([NH2:15])=[O:10] |f:3.4,6.7.8|. Procedure details: A solution of 2-(2-iodophenyl)propanoic acid (9.73 g, 35.2 mmol) in THF (24 mL), DMF (4 mL) and DIPEA (30.7 mL, 0.176 mol) was stirred with HOBt (7.14 g, 52.9 mmol) and EDCl.HCl (10.1 g, 52.9 mmol) for 10 minutes at room temperature under N2. Ammonium carbonate (16.9 g, 0.176 mol) was then added and the reaction mixture was stirred overnight at room temperature. The volatiles were removed under reduced pressure before sat. aq. NaHCO3 (100 mL) was added to the residue. The aqueous phase was extra... Reported procedure: from 5-cyano-2,4,6-trichloro-pyrimidine and methanol (reaction time: 20 hours; reaction temperature: 65°C; without potassium carbonate). Reactants: C(#N)C=1C(=NC(=NC1Cl)Cl)Cl (5-cyano-2,4,6-trichloro-pyrimidine), CO (methanol). RXN SMILES: [C:1]([C:3]1[C:4]([Cl:11])=[N:5][C:6](Cl)=[N:7][C:8]=1[Cl:9])#[N:2].[CH3:12][OH:13]>>[C:1]([C:3]1[C:4]([Cl:11])=[N:5][C:6]([O:13][CH3:12])=[N:7][C:8]=1[Cl:9])#[N:2]. Yields the product C(#N)C=1C(=NC(=NC1Cl)OC)Cl (5-Cyano-4,6 -dichloro-2-methoxy-pyrimidine). Reactants: O=C([O-])[O-], COc1nc(N=C=S)nc(OC)n1, CC(C)=O, Cl, [K+], [K+], O, NS(=O)(=O)c1ccccn1. The product is COc1nc(NC(=S)NS(=O)(=O)c2ccccn2)nc(OC)n1. RXN SMILES: [C:24](=[O:25])([O-:26])[O-:27].[CH3:11][O:12][c:13]1[n:14][c:15]([N:21]=[C:22]=[S:23])[n:16][c:17]([O:19][CH3:20])[n:18]1.[CH3:31][C:32](=[O:33])[CH3:34].[ClH:30].[K+:28].[K+:29].[OH2:35].[n:1]1[c:2]([S:7](=[O:8])(=[O:9])[NH2:10])[cH:3][cH:4][cH:5][cH:6]1>>[n:1]1[c:2]([S:7](=[O:8])(=[O:9])[NH:10][C:22]([NH:21][c:15]2[n:14][c:13]([O:12][CH3:11])[n:18][c:17]([O:19][CH3:20])[n:16]2)=[S:23])[cH:3][cH:4][cH:5][cH:6]1. The reactants are C(C)(C)(C)OC(=O)N(S(=O)(=O)C)C1=CC2=C(N(C(O2)=O)CC(=O)OC)C=C1 (methyl 2-(6-(N-(tert-butoxycarbonyl)methylsulfonamido)-2-oxobenzo[d]oxazol-3(2H)-yl)acetate), [Li+].[OH-] (LiOH), Cl (HCl). Run in C1CCOC1 (THF). Run at time 30 minute. Yields the product C(C)(C)(C)OC(=O)N(S(=O)(=O)C)C1=CC2=C(N(C(O2)=O)CC(=O)O)C=C1 (2-(6-(N-(tert-butoxycarbonyl)-methylsulfonamido)-2-oxobenzo[d]oxazol-3(2H)-yl)acetic acid). The yield is 80.9%. As a reaction SMILES: [C:1]([O:5][C:6]([N:8]([C:13]1[CH:27]=[CH:26][C:16]2[N:17]([CH2:21][C:22]([O:24]C)=[O:23])[C:18](=[O:20])[O:19][C:15]=2[CH:14]=1)[S:9]([CH3:12])(=[O:11])=[O:10])=[O:7])([CH3:4])([CH3:3])[CH3:2].[Li+].[OH-].Cl>C1COCC1>[C:1]([O:5][C:6]([N:8]([C:13]1[CH:27]=[CH:26][C:16]2[N:17]([CH2:21][C:22]([OH:24])=[O:23])[C:18](=[O:20])[O:19][C:15]=2[CH:14]=1)[S:9]([CH3:12])(=[O:10])=[O:11])=[O:7])([CH3:4])([CH3:2])[CH3:3] |f:1.2|. Procedure: To a solution of methyl 2-(6-(N-(tert-butoxycarbonyl)methylsulfonamido)-2-oxobenzo[d]oxazol-3(2H)-yl)acetate (0.300 g, 0.749 mmol) in THF (5 ml), aqueous 1N LiOH (1.124 ml, 1.124 mmol) was added, and the mixture was stirred at room temperature for 30 minutes. The mixture was acidified with 1N HCl and extracted with ethyl acetate; the organic phase was washed several times with 1N HCl, dried over sodium sulfate and evaporated to dryness affording 2-(6-(N-(tert-butoxycarbonyl)-methylsulfonamido)-2... Reactants: Cl (hydrochloric acid), C(C)OP(OCC)Cl (Diethylchlorophosphite), C(C)OCC (diethyl ether), O (water), C(CC1=CC=CC=C1)[Mg]Br (Phenethylmagnesium bromide). Run at temperature 5 celsius, time 30 minute. Yields the product C1(=CC=CC=C1)CCCP(O)=O (3-phenylpropylphosphinic acid). Yield: 53.0%. Reaction SMILES: C([O:3][P:4](Cl)[O:5]CC)C.[CH2:9]([Mg]Br)[CH2:10][C:11]1[CH:16]=[CH:15][CH:14]=[CH:13][CH:12]=1.O.Cl.[CH2:21](OCC)C>>[C:11]1([CH2:10][CH2:9][CH2:21][PH:4](=[O:3])[OH:5])[CH:16]=[CH:15][CH:14]=[CH:13][CH:12]=1. Reported procedure: Diethylchlorophosphite (15.7 g, 0.1 mol) in 50 mL of dry diethyl ether was cooled to 5° C. under an atmosphere of nitrogen. Phenethylmagnesium bromide (100 mL, 0.1 mol, 1.0 M solution of in Et2O) was added dropwise over 2 hours while maintaining a temperature between 0-10° C. A thick white slurry formed and was stirred for an additional 30 minutes. The mixture was filtered under a nitrogen atmosphere and the filtrate evaporated under reduced pressure to give a clear and colorless liquid. To the ... The reactants are COC1=CC=C(C=C1)S(=O)(=O)C(C(=O)O)(CC#CCCCCC)CC#CCCCCC (2-(4-methoxy-benzenesulfonyl)-2-oct-2-ynyl-dec-4-ynoic acid), [K+].[Br-] (KBr), Cl.NO (hydroxylamine hydrochloride), product. Yields the product ONC(C(CC#CCCCCC)(CC#CCCCCC)S(=O)(=O)C1=CC=C(C=C1)OC)=O (2-(4-Methoxy-benzenesulfonyl)-2-oct-2-ynyl-dec-4-ynoic acid hydroxyamide). The yield is 62.0%. RXN SMILES: [CH3:1][O:2][C:3]1[CH:8]=[CH:7][C:6]([S:9]([C:12]([CH2:24][C:25]#[C:26][CH2:27][CH2:28][CH2:29][CH2:30][CH3:31])([CH2:16][C:17]#[C:18][CH2:19][CH2:20][CH2:21][CH2:22][CH3:23])[C:13](O)=[O:14])(=[O:11])=[O:10])=[CH:5][CH:4]=1.Cl.[NH2:33][OH:34].[K+].[Br-]>>[OH:34][NH:33][C:13](=[O:14])[C:12]([S:9]([C:6]1[CH:7]=[CH:8][C:3]([O:2][CH3:1])=[CH:4][CH:5]=1)(=[O:11])=[O:10])([CH2:24][C:25]#[C:26][CH2:27][CH2:28][CH2:29][CH2:30][CH3:31])[CH2:16][C:17]#[C:18][CH2:19][CH2:20][CH2:21][CH2:22][CH3:23] |f:1.2,3.4|. Reported procedure: 2-(4-Methoxy-benzenesulfonyl)-2-oct-2-ynyl-dec-4-ynoic acid hydroxyamide was prepared according to the method as outlined in example 1. Starting from 2-(4-methoxy-benzenesulfonyl)-2-oct-2-ynyl-dec-4-ynoic acid (0.36 g, 0.81 mmol) and hydroxylamine hydrochloride (0.70 g, 10 mmol), 0.25 g of the product isolated. Yield 62%; white solid; mp 83-84° C.; 462.0 (M+H)+; 1H NMR (300 MHz, DMSO-d6) δ 0.82-0.90 (m, 6H), 1.15-1.45 (m, 12H), 1.90-2.05 (m, 4H), 2.86 (brd, J=17.0 Hz, 2H), 3.00 (brd, J=17.0 Hz, ... Reactants: COc1ccc(C2CC(=O)N(c3cccc(C(N)=O)c3)C2)cc1OCc1ccccc1, CCO. The product is COc1ccc(C2CC(=O)N(c3cccc(C(N)=O)c3)C2)cc1O. As a reaction SMILES: [CH2:1]([c:2]1[cH:3][cH:4][cH:5][cH:6][cH:7]1)[O:8][c:9]1[cH:10][c:11]([CH:17]2[CH2:18][C:19](=[O:31])[N:20]([c:22]3[cH:23][c:24]([C:25](=[O:26])[NH2:27])[cH:28][cH:29][cH:30]3)[CH2:21]2)[cH:12][cH:13][c:14]1[O:15][CH3:16].[CH3:32][CH2:33][OH:34]>>[OH:8][c:9]1[cH:10][c:11]([CH:17]2[CH2:18][C:19](=[O:31])[N:20]([c:22]3[cH:23][c:24]([C:25](=[O:26])[NH2:27])[cH:28][cH:29][cH:30]3)[CH2:21]2)[cH:12][cH:13][c:14]1[O:15][CH3:16].